From a dataset of the Open Reaction Database (ORD), a public repository of structured organic reaction records. describe an organic reaction: reactants, conditions, products, and yield Starting materials: ICCCCCCC(C1=CC=CC=C1)C1=C(C(=C(C(=C1C)OC)C)C)OC (1-iodo-7-(2,5-dimethoxy-3,4,6-trimethylphenyl)-7-phenylheptane), Cl (hydrochloric acid), [H-].[Na+] (sodium hydride), COC(=O)C=1C=CC(=CC1)O (methyl p-hydroxybenzoate). The solvent is CN(C=O)C (dimethylformamide), CN(C=O)C (dimethylformamide). Run at temperature 50 celsius, time 5 minute. The product is COC1=C(C(=C(C(=C1C)C)OC)C)C(CCCCCCOC1=CC=C(C(=O)OC)C=C1)C1=CC=CC=C1 (methyl 4-[7-(2,5-dimethoxy-3,4,6-trimethylphenyl)-7-phenylheptoxy]benzoate). Isolated yield 98.1%. As a reaction SMILES: [H-].[Na+].[CH3:3][O:4][C:5]([C:7]1[CH:8]=[CH:9][C:10]([OH:13])=[CH:11][CH:12]=1)=[O:6].I[CH2:15][CH2:16][CH2:17][CH2:18][CH2:19][CH2:20][CH:21]([C:28]1[C:33]([CH3:34])=[C:32]([O:35][CH3:36])[C:31]([CH3:37])=[C:30]([CH3:38])[C:29]=1[O:39][CH3:40])[C:22]1[CH:27]=[CH:26][CH:25]=[CH:24][CH:23]=1.Cl>CN(C)C=O>[CH3:40][O:39][C:29]1[C:30]([CH3:38])=[C:31]([CH3:37])[C:32]([O:35][CH3:36])=[C:33]([CH3:34])[C:28]=1[CH:21]([C:22]1[CH:23]=[CH:24][CH:25]=[CH:26][CH:27]=1)[CH2:20][CH2:19][CH2:18][CH2:17][CH2:16][CH2:15][O:13][C:10]1[CH:11]=[CH:12][C:7]([C:5]([O:4][CH3:3])=[O:6])=[CH:8][CH:9]=1 |f:0.1|. Reported procedure: A 0.42 g (10×1.05 mmole) quantity of sodium hydride (60%, oily preparation) was added to a solution of 1.52 g (10.0 mmole) of methyl p-hydroxybenzoate in dimethylformamide (15 ml) under ice-cooling, followed by stirring for 5 minutes. The cooling bath was removed, and a solution of 4.80 g (10.0 mmole) of 1-iodo-7-(2,5-dimethoxy-3,4,6-trimethylphenyl)-7-phenylheptane in dimethylformamide (15 ml) was added to the mixture. Then, the temperature was raised to 50° C., and stirring was effected for 1 ... Starting materials: C[Si](C)(C)Cl, c1ccccc1, c1c[nH]nn1. Yields the product C[Si](C)(C)c1c[nH]nn1. As a reaction SMILES: [CH3:6][Si:7]([CH3:8])([CH3:9])[Cl:10].[cH:11]1[cH:12][cH:13][cH:14][cH:15][cH:16]1.[nH:1]1[n:2][n:3][cH:4][cH:5]1>>[n:1]1[n:2][nH:3][cH:4][c:5]1[Si:7]([CH3:6])([CH3:8])[CH3:9]. Starting materials: C(=O)(O)C=1OC2=C(C1)C(=C(C=C2Cl)F)C=2C(N(C(=CC2)C(F)(F)F)C)=O (3-(2-carboxy-7-chloro-5-fluorobenzofuran-4-yl)-1-methyl-6-trifluoromethyl-2-(1H)-pyridone). The reagents and catalysts are [Cu] (copper). Solvent: N1=CC=CC2=CC=CC=C12 (quinoline). Conditions: temperature 210 celsius, time 15 minute. Product: ClC1=CC(=C(C=2C=COC21)C=2C(N(C(=CC2)C(F)(F)F)C)=O)F (3-(7-chloro-5-fluorobenzofuran-4-yl)-1-methyl-6-trifluoromethyl-2-(1H)-pyridone). The yield is 70.4%. RXN SMILES: C([C:4]1[O:5][C:6]2[C:12]([Cl:13])=[CH:11][C:10]([F:14])=[C:9]([C:15]3[C:16](=[O:26])[N:17]([CH3:25])[C:18]([C:21]([F:24])([F:23])[F:22])=[CH:19][CH:20]=3)[C:7]=2[CH:8]=1)(O)=O>N1C2C(=CC=CC=2)C=CC=1.[Cu]>[Cl:13][C:12]1[C:6]2[O:5][CH:4]=[CH:8][C:7]=2[C:9]([C:15]2[C:16](=[O:26])[N:17]([CH3:25])[C:18]([C:21]([F:24])([F:22])[F:23])=[CH:19][CH:20]=2)=[C:10]([F:14])[CH:11]=1. Procedure: 0.29 g (0.74 mmol) of 3-(2-carboxy-7-chloro-5-fluorobenzofuran-4-yl)-1-methyl-6-trifluoromethyl-2-(1H)-pyridone was dissolved in 15 ml of quinoline, and 0.05 g (0.75 mmol) of copper powder was added thereto, followed by stirring at 210° C. for 15 minutes. Then, copper was removed by filtration, and the filtrate was poured into water and acidified by an addition of hydrochloric acid, and then extracted with ethyl acetate. After washing with water, the organic layer was dried over anhydrous magnes... The reactants are Cl (hydrochloric acid), NC1=C(C=NN1C1=C(C(=CC=C1)C)C)C(=O)N (5-amino-1-(2,3-dimethylphenyl)-1H-pyrazole-4-carboxamide), ClC=1C=C(C=CC1)CC(=O)OC (methyl 3-chlorophenylacetate), [H-].[Na+] (sodium hydride), [Cl-].[Na+] (sodium chloride). The solvent is C(C)O (ethanol). The product is ClC=1C=C(CC=2NC(C3=C(N2)N(N=C3)C3=C(C(=CC=C3)C)C)=O)C=CC1 (6-(3-Chlorobenzyl)-1-(2,3-dimethylphenyl)-1,5-dihydropyrazolo[3,4-d]pyrimidin-4-one). RXN SMILES: [NH2:1][C:2]1[N:6]([C:7]2[CH:12]=[CH:11][CH:10]=[C:9]([CH3:13])[C:8]=2[CH3:14])[N:5]=[CH:4][C:3]=1[C:15]([NH2:17])=[O:16].[Cl:18][C:19]1[CH:20]=[C:21]([CH2:25][C:26](OC)=O)[CH:22]=[CH:23][CH:24]=1.[H-].[Na+].Cl.[Cl-].[Na+]>C(O)C>[Cl:18][C:19]1[CH:20]=[C:21]([CH:22]=[CH:23][CH:24]=1)[CH2:25][C:26]1[NH:17][C:15](=[O:16])[C:3]2[CH:4]=[N:5][N:6]([C:7]3[CH:12]=[CH:11][CH:10]=[C:9]([CH3:13])[C:8]=3[CH3:14])[C:2]=2[N:1]=1 |f:2.3,5.6|. Procedure details: 0.1 g (0.43 mmol) of 5-amino-1-(2,3-dimethylphenyl)-1H-pyrazole-4-carboxamide (Example 17A) is dissolved under argon in 6 ml of absolute ethanol and 0.24 g (1.3 mmol) of methyl 3-chlorophenylacetate and 0.17 g (4.34 mmol) of 60% sodium hydride (suspension in mineral oil) are added. The reaction mixture is heated to reflux overnight. Cooling to room temperature is followed by acidification with concentrated hydrochloric acid. The mixture of sodium chloride and the product precipitated thereby is ...